From a dataset of the Open Reaction Database (ORD), a public repository of structured organic reaction records. describe an organic reaction: reactants, conditions, products, and yield Reactants: CC(C)(C)N1N=CC(=C1O)C(C1=C(C(=C(C=C1)S(=O)(=O)C)C1=CC=C(C=C1)OC)C)=O (1-(1,1-dimethylethyl)-5-hydroxy-4-(2-methyl-4-methylsulfonyl-3-(4-methoxyphenyl)benzoyl)pyrazole), C([O-])([O-])=O.[Na+].[Na+] (sodium carbonate), C(C1=CC=CC=C1)Cl (Benzyl chloride), C(C)(=O)OCC (Ethyl acetate). Solvent: CN(C=O)C (N,N-dimethylformamide). Reaction conditions: time 8 hour. The product is CC(C)(C)N1N=CC(=C1OCC1=CC=CC=C1)C(C1=C(C(=C(C=C1)S(=O)(=O)C)C1=CC=C(C=C1)OC)C)=O (1-(1,1-dimethylethyl)-5-benzyloxy-4-(2-methyl-4-methylsulfonyl-3-(4-methoxyphenyl)benzoyl)pyrazole). Reaction SMILES: [CH2:1](Cl)[C:2]1[CH:7]=[CH:6][CH:5]=[CH:4][CH:3]=1.[CH3:9][C:10]([N:13]1[C:17]([OH:18])=[C:16]([C:19](=[O:39])[C:20]2[CH:25]=[CH:24][C:23]([S:26]([CH3:29])(=[O:28])=[O:27])=[C:22]([C:30]3[CH:35]=[CH:34][C:33]([O:36][CH3:37])=[CH:32][CH:31]=3)[C:21]=2[CH3:38])[CH:15]=[N:14]1)([CH3:12])[CH3:11].C(=O)([O-])[O-].[Na+].[Na+].C(OCC)(=O)C>CN(C)C=O>[CH3:12][C:10]([N:13]1[C:17]([O:18][CH2:1][C:2]2[CH:7]=[CH:6][CH:5]=[CH:4][CH:3]=2)=[C:16]([C:19](=[O:39])[C:20]2[CH:25]=[CH:24][C:23]([S:26]([CH3:29])(=[O:28])=[O:27])=[C:22]([C:30]3[CH:31]=[CH:32][C:33]([O:36][CH3:37])=[CH:34][CH:35]=3)[C:21]=2[CH3:38])[CH:15]=[N:14]1)([CH3:9])[CH3:11] |f:2.3.4|. Procedure: Benzyl chloride (1.1 mL) was added with stirring under nitrogen to a mixture of 2.0 g (4.5 mmol) of 1-(1,1-dimethylethyl)-5-hydroxy-4-(2-methyl-4-methylsulfonyl-3-(4-methoxyphenyl)benzoyl)pyrazole and 1.3 g of sodium carbonate in about 20 mL of dry N,N-dimethylformamide and the resulting mixture was allowed to stir overnight. Ethyl acetate was then added and the resulting mixture was washed with water several times, dried over magnesium sulfate, filtered, and concentrated by evaporation under re... The reactants are B(F)(F)F.CCOCC (boron trifluoride etherate), NC=1C=NC(=CC1)Br (3-amino-6-bromopyridine), N(=O)OC(C)(C)C (t-Butyl nitrite), C(Cl)Cl (methylene chloride). Solvent: C(OC)COC (dimethoxyethane), CCCCC (Pentane), C(OC)COC (Dimethoxyethane). Reaction conditions: temperature 5 celsius, time 10 minute. Yields the product C(C)(=O)OC=1C=NC(=CC1)Br (3-acetoxy-6-bromopyridine). Isolated yield 60.5%. As a reaction SMILES: B(F)(F)F.[CH3:5][CH2:6][O:7][CH2:8][CH3:9].NC1[CH:12]=[N:13][C:14]([Br:17])=[CH:15]C=1.N(OC(C)(C)C)=[O:19].C(Cl)Cl>C(COC)OC.CCCCC>[C:6]([O:7][C:8]1[CH:12]=[N:13][C:14]([Br:17])=[CH:15][CH:9]=1)(=[O:19])[CH3:5] |f:0.1|. Reported procedure: To 25.6 mL of boron trifluoride etherate (208 mmol, Aldrich) cooled to -15° C. under N2 was added 18 g (104 mmol) of 3-amino-6-bromopyridine (from Step 123a above) dissolved in 35 mL of dimethoxyethane. Then t-Butyl nitrite (14.7 mL, 125 mmol, Aldrich) was added at a rate which kept the temperature below 0° C. Dimethoxyethane (65 mL) and methylene chloride (60 mL) were then added to aid stirring. After 10 minutes at -10° C. the mixture was allowed to warm to 5° C. and stirred for 30 minutes. Pen... The reactants are C(C)OCC (Ethyl ether), ClCCO (2-chloro-ethanol), OC1=CC=C(C=C1)SC#N (4-hydroxyphenyl thiocyanate), C(C)P(CC)CC (triethylphosphine). Run in O (water), CC(=O)C (acetone). Yields the product ClCCSC1=CC=C(C=C1)O (4-[(2-chloroethyl)thio]phenol). As a reaction SMILES: [Cl:1][CH2:2]CO.[OH:5][C:6]1[CH:11]=[CH:10][C:9]([S:12][C:13]#N)=[CH:8][CH:7]=1.C(P(CC)CC)C.C(OCC)C>CC(C)=O.O>[Cl:1][CH2:2][CH2:13][S:12][C:9]1[CH:10]=[CH:11][C:6]([OH:5])=[CH:7][CH:8]=1. Reported procedure: 2-chloro-ethanol (3.9 g, 0.049 mole) was added to a solution of the product of Example 35 (7.4 g, 0.049 mole) in acetone (50 ml). After cooling with an ice bath triethylphosphine (5.6 g, 0.047 mole) was added dropwise over 25 minutes. Ethyl ether (200 ml) and water (75 ml) were added and the layers separated. The organic layer was washed with water (4×50 ml) and saturated sodium chloride (2×25 ml) dried over magnesium sulfate, filtered and concentrated to give a yellow oil. The structure was con... The reactants are O=C([O-])[O-], NC(=O)c1ccc(N)cc1, Cc1ccccc1C=CC(=O)Cl, CC(C)=O, [K+], [K+], O. The product is Cc1ccccc1C=CC(=O)Nc1ccc(C(N)=O)cc1. Reaction SMILES: [C:1](=[O:2])([O-:3])[O-:4].[C:7]([NH2:8])(=[O:9])[c:10]1[cH:11][cH:12][c:13]([NH2:14])[cH:15][cH:16]1.[CH3:17][c:18]1[c:19]([CH:20]=[CH:21][C:22](=[O:23])[Cl:24])[cH:25][cH:26][cH:27][cH:28]1.[CH3:29][C:30](=[O:31])[CH3:32].[K+:5].[K+:6].[OH2:33]>>[C:7]([NH2:8])(=[O:9])[c:10]1[cH:11][cH:12][c:13]([NH:14][C:22]([CH:21]=[CH:20][c:19]2[c:18]([CH3:17])[cH:28][cH:27][cH:26][cH:25]2)=[O:23])[cH:15][cH:16]1. Reactants: ClC=1C=C(C=CC1OCC1=NC=CC=C1)NC1=NC=NC2=CC=CC(=C12)OCCNCCC (N-[3-chloro-4-(pyridin-2-ylmethoxy)phenyl]-5-[2-(propylamino)ethoxy]quinazolin-4-amine), C(C)(=O)Cl (acetyl chloride). Product: ClC=1C=C(C=CC1OCC1=NC=CC=C1)NC1=NC=NC2=CC=CC(=C12)OCCN(C(C)=O)CCC (N-{2-[(4-{[3-Chloro-4-(pyridin-2-ylmethoxy)phenyl]amino}quinazolin-5-yl)oxy]ethyl}-N-propylacetamide). Isolated yield 70.0%. RXN SMILES: [Cl:1][C:2]1[CH:3]=[C:4]([NH:16][C:17]2[C:26]3[C:21](=[CH:22][CH:23]=[CH:24][C:25]=3[O:27][CH2:28][CH2:29][NH:30][CH2:31][CH2:32][CH3:33])[N:20]=[CH:19][N:18]=2)[CH:5]=[CH:6][C:7]=1[O:8][CH2:9][C:10]1[CH:15]=[CH:14][CH:13]=[CH:12][N:11]=1.[C:34](Cl)(=[O:36])[CH3:35]>>[Cl:1][C:2]1[CH:3]=[C:4]([NH:16][C:17]2[C:26]3[C:21](=[CH:22][CH:23]=[CH:24][C:25]=3[O:27][CH2:28][CH2:29][N:30]([CH2:31][CH2:32][CH3:33])[C:34](=[O:36])[CH3:35])[N:20]=[CH:19][N:18]=2)[CH:5]=[CH:6][C:7]=1[O:8][CH2:9][C:10]1[CH:15]=[CH:14][CH:13]=[CH:12][N:11]=1. Procedure details: The procedure described in Example 5 was repeated using N-[3-chloro-4-(pyridin-2-ylmethoxy)phenyl]-5-[2-(propylamino)ethoxy]quinazolin-4-amine and acetyl chloride to give the title compound in 70% yield; NMR spectrum (DMSO-d6) 0.82 (t, 3H), 1.53-1.59 (m, 2H), 1.97 (s, 3H), 3.27 (s, 2H), 3.86 (t, 2H), 4.39 (t, 2H), 5.31 (s, 2H), 7.17 (d, 1H), 7.25 (d, 1H), 7.33-7.39 (m, 2H), 7.58-7.60 (m, 2H), 7.71-7.75 (m, 1H), 7.87-7.91 (m, 1H), 7.95 (d, 1H), 8.45 (s, 1H), 8.60 (d, 1H), 9.80 (s, 1H); Mass spect...